This data is from the Open Reaction Database (ORD), a public repository of structured organic reaction records. The task is: describe an organic reaction: reactants, conditions, products, and yield Starting materials: COc1ccc(Cl)cc1S(=O)(=O)n1ccc2ccc(C(=O)Nc3ccc(CC(=O)OC(C)(C)C)cc3)cc21, Cl, C1COCCO1. Yields the product COc1ccc(Cl)cc1S(=O)(=O)n1ccc2ccc(C(=O)Nc3ccc(CC(=O)O)cc3)cc21. RXN SMILES: [C:1]([CH3:2])([CH3:3])([CH3:4])[O:5][C:6]([CH2:7][c:8]1[cH:9][cH:10][c:11]([NH:14][C:15](=[O:16])[c:17]2[cH:18][cH:19][c:20]3[cH:21][cH:22][n:23]([S:26](=[O:27])(=[O:28])[c:29]4[c:30]([O:36][CH3:37])[cH:31][cH:32][c:33]([Cl:35])[cH:34]4)[c:24]3[cH:25]2)[cH:12][cH:13]1)=[O:38].[ClH:39].[O:40]1[CH2:41][CH2:42][O:43][CH2:44][CH2:45]1>>[O:5]=[C:6]([CH2:7][c:8]1[cH:9][cH:10][c:11]([NH:14][C:15](=[O:16])[c:17]2[cH:18][cH:19][c:20]3[cH:21][cH:22][n:23]([S:26](=[O:27])(=[O:28])[c:29]4[c:30]([O:36][CH3:37])[cH:31][cH:32][c:33]([Cl:35])[cH:34]4)[c:24]3[cH:25]2)[cH:12][cH:13]1)[OH:38]. The reactants are Cl, O=N[O-], Cc1cc(N)nc(Br)c1, [Na+], [Na+], [OH-], O. Yields the product Cc1cc(Cl)nc(Br)c1. RXN SMILES: [ClH:16].[N:10]([O-:11])=[O:12].[NH2:1][c:2]1[cH:3][c:4]([CH3:9])[cH:5][c:6]([Br:8])[n:7]1.[Na+:13].[Na+:15].[OH-:14].[OH2:17]>>[c:2]1([Cl:16])[cH:3][c:4]([CH3:9])[cH:5][c:6]([Br:8])[n:7]1. The reactants are ClC(Cl)(Cl)Cl, OCc1cc(OCc2ccccc2)c2cc(F)ccc2c1, C1CCOC1, O, c1ccc(P(c2ccccc2)c2ccccc2)cc1. Product: Fc1ccc2cc(CCl)cc(OCc3ccccc3)c2c1. As a reaction SMILES: [C:20]([Cl:21])([Cl:22])([Cl:23])[Cl:24].[CH2:25]([c:26]1[cH:27][cH:28][cH:29][cH:30][cH:31]1)[O:32][c:33]1[cH:34][c:35]([CH2:44][OH:45])[cH:36][c:37]2[cH:38][cH:39][c:40]([F:43])[cH:41][c:42]12.[O:46]1[CH2:47][CH2:48][CH2:49][CH2:50]1.[OH2:51].[c:1]1([P:2]([c:3]2[cH:4][cH:5][cH:6][cH:7][cH:8]2)[c:9]2[cH:10][cH:11][cH:12][cH:13][cH:14]2)[cH:15][cH:16][cH:17][cH:18][cH:19]1>>[CH2:20]([Cl:24])[c:35]1[cH:34][c:33]([O:32][CH2:25][c:26]2[cH:27][cH:28][cH:29][cH:30][cH:31]2)[c:42]2[c:37]([cH:36]1)[cH:38][cH:39][c:40]([F:43])[cH:41]2.